Task: describe an organic reaction: reactants, conditions, products, and yield. Dataset: the Open Reaction Database (ORD), a public repository of structured organic reaction records Reactants: [H-].[Na+] (Sodium hydride), CS(=O)(=O)N (methanesulfonamide), BrCC(=O)Br (bromoacetyl bromide). The solvent is O1CCCC1 (tetrahydrofuran), O1CCCC1 (tetrahydrofuran). Conditions: time 1 hour. Product: BrCC(=O)NS(=O)(=O)C (N-Bromoacetylmethanesulfonamide). As a reaction SMILES: [H-].[Na+].[CH3:3][S:4]([NH2:7])(=[O:6])=[O:5].[Br:8][CH2:9][C:10](Br)=[O:11]>O1CCCC1>[Br:8][CH2:9][C:10]([NH:7][S:4]([CH3:3])(=[O:6])=[O:5])=[O:11] |f:0.1|. Procedure details: Sodium hydride (1.68 g×60% ) was added to a stirred solution of methanesulfonamide (2.0 g) in dry tetrahydrofuran (20 ml) at room temperature. The resulting solution was stirred at room temperature for 1 hour, as which time it was treated with a solution of bromoacetyl bromide (4.2 g) in dry tetrahydrofuran (10 ml). After 1 hour the solvent was removed under reduced pressure and the residue taken up in water and acidified to pH3. The acidic solution was extracted into ethyl acetate, dried (MgSO4... The reactants are N (NH3), C(CCl)Cl (EDC), CN1C=C(C2=C(C=CC=C12)C)CN1C(N(C(C2=CC=CC=C12)=O)[C@@H](C(=O)O)CCC)=O ((R)-2-[1-(1,4-Dimethyl-1H-indol-3-ylmethyl)-2,4-dioxo-1,4-dihydro-2H-quinazolin-3-yl]-pentanoic acid), N (NH3), C=1C=CC2=C(C1)N=NN2O (HOBt), C(CCl)Cl (EDC). Run in O (water), O1CCOCC1 (1,4-dioxane), CN(C)C=O (DMF), C1CCOC1 (THF), O1CCOCC1 (1,4-dioxane). Run at time 16 hour. The product is CN1C=C(C2=C(C=CC=C12)C)CN1C(N(C(C2=CC=CC=C12)=O)[C@@H](C(=O)N)CCC)=O ((R)-2-[1-(1,4-Dimethyl-1H-indol-3-ylmethyl)-2,4-dioxo-1,4-dihydro-2H-quinazolin-3-yl]-pentanoic acid amide). Reaction SMILES: [CH3:1][N:2]1[C:10]2[C:5](=[C:6]([CH3:11])[CH:7]=[CH:8][CH:9]=2)[C:4]([CH2:12][N:13]2[C:22]3[C:17](=[CH:18][CH:19]=[CH:20][CH:21]=3)[C:16](=[O:23])[N:15]([C@H:24]([CH2:28][CH2:29][CH3:30])[C:25](O)=[O:26])[C:14]2=[O:31])=[CH:3]1.N.C1C=CC2N(O)N=[N:39]C=2C=1.C(Cl)CCl>C1COCC1.O1CCOCC1.O.CN(C=O)C>[CH3:1][N:2]1[C:10]2[C:5](=[C:6]([CH3:11])[CH:7]=[CH:8][CH:9]=2)[C:4]([CH2:12][N:13]2[C:22]3[C:17](=[CH:18][CH:19]=[CH:20][CH:21]=3)[C:16](=[O:23])[N:15]([C@H:24]([CH2:28][CH2:29][CH3:30])[C:25]([NH2:39])=[O:26])[C:14]2=[O:31])=[CH:3]1. Procedure details: To the suspension of (R)-2-[1-(1,4-Dimethyl-1H-indol-3-ylmethyl)-2,4-dioxo-1,4-dihydro-2H-quinazolin-3-yl]-pentanoic acid (95 mg, 0.23 mmol), (prepared according to example 4) in THF (2.5 mL) at room temperature are added 0.5 M NH3 in 1,4-dioxane solution (0.91 mL, 0.45 mmol) and HOBt (15 mg, 0.11 mmol). Then EDC (87 mg, 0.45 mmol) is added in small portions. The reaction mixture is stirred for 16 hours and then DMF (1.0 mL) along with another 0.5 M NH3 (1.0 mL) in 1,4-dioxane solution and EDC (... The reactants are [N+](=O)([O-])C1=CC=C(C(=O)O)C=C1 (p-nitrobenzoic acid), C(C)C(CO)CC (2-ethyl-1-butanol). Reagents/catalysts: C1(=CC=C(C=C1)S(=O)(=O)O)C (p-toluenesulfonic acid). Conditions: time 2 hour. Yields the product [N+](=O)([O-])C1=CC=C(C(=O)OCC(CC)CC)C=C1 (2-ethylbutyl p-nitrobenzoate). The yield is 83.2%. Reaction SMILES: [N+:1]([C:4]1[CH:12]=[CH:11][C:7]([C:8]([OH:10])=[O:9])=[CH:6][CH:5]=1)([O-:3])=[O:2].[CH2:13]([CH:15]([CH2:18][CH3:19])[CH2:16]O)[CH3:14]>C1(C)C=CC(S(O)(=O)=O)=CC=1>[N+:1]([C:4]1[CH:5]=[CH:6][C:7]([C:8]([O:10][CH2:16][CH:15]([CH2:18][CH3:19])[CH2:13][CH3:14])=[O:9])=[CH:11][CH:12]=1)([O-:3])=[O:2]. Reported procedure: A mixture of 167 g of p-nitrobenzoic acid, 204 g of 2-ethyl-1-butanol and 3.5 g of p-toluenesulfonic acid is refluxed and stirred for 2 hours, separating the formed water. After that, the alcohol excess is distilled off, then the formed product is distilled at 150° C. and 0.04 mmHg, to obtain 209 g of 2-ethylbutyl p-nitrobenzoate in form of a light yellow viscous liquid. Starting materials: colourless oil, OCCCCCCN1C(C(=C(C1=O)C)C)=O (N-(6-hydroxyhexyl)dimethylmaleimide), ClCC(=O)O (chloroacetic acid), S(O)(O)(=O)=O (sulfuric acid). Run in C1(=CC=CC=C1)C (toluene). Product: ClCC(=O)OCCCCCCN1C(C(=C(C1=O)C)C)=O (N-(chloromethylcarbonyloxyhexyl)dimethylmaleimide). As a reaction SMILES: [OH:1][CH2:2][CH2:3][CH2:4][CH2:5][CH2:6][CH2:7][N:8]1[C:12](=[O:13])[C:11]([CH3:14])=[C:10]([CH3:15])[C:9]1=[O:16].[Cl:17][CH2:18][C:19](O)=[O:20].S(=O)(=O)(O)O>C1(C)C=CC=CC=1>[Cl:17][CH2:18][C:19]([O:1][CH2:2][CH2:3][CH2:4][CH2:5][CH2:6][CH2:7][N:8]1[C:12](=[O:13])[C:11]([CH3:14])=[C:10]([CH3:15])[C:9]1=[O:16])=[O:20]. Procedure details: A mixture of 67.6 g (0.30 mole) of N-(6-hydroxyhexyl)dimethylmaleimide, 34.0 g (0.36 mole) of chloroacetic acid, 3.5 g of concentrated sulfuric acid and 300 ml of toluene is reacted and worked up as described in Example 1. The residue consists of 86.6 g of a colourless oil. Reactants: CCCCCO, Cl, NCCCCC(N)C(=O)O, [Na+], [OH-]. The product is NC1CCCCNC1=O. As a reaction SMILES: [CH2:14]([OH:15])[CH2:16][CH2:17][CH2:18][CH3:19].[ClH:1].[NH2:2][CH2:3][CH2:4][CH2:5][CH2:6][CH:7]([NH2:8])[C:9]([OH:10])=[O:11].[Na+:13].[OH-:12]>>[NH:2]1[CH2:3][CH2:4][CH2:5][CH2:6][CH:7]([NH2:8])[C:9]1=[O:11]. Starting materials: Cc1ccc2c(-n3ccnc3S)c(F)ccc2n1, [Na+], [OH-], O=[N+]([O-])O. The product is Cc1ccc2c(-n3ccnc3)c(F)ccc2n1. As a reaction SMILES: [F:1][c:2]1[c:3](-[n:13]2[c:14]([SH:18])[n:15][cH:16][cH:17]2)[c:4]2[cH:5][cH:6][c:7]([CH3:12])[n:8][c:9]2[cH:10][cH:11]1.[Na+:20].[OH-:19].[OH:21][N+:22](=[O:23])[O-:24]>>[F:1][c:2]1[c:3](-[n:13]2[cH:14][n:15][cH:16][cH:17]2)[c:4]2[cH:5][cH:6][c:7]([CH3:12])[n:8][c:9]2[cH:10][cH:11]1.